This data is from the Open Reaction Database (ORD), a public repository of structured organic reaction records. The task is: describe an organic reaction: reactants, conditions, products, and yield Starting materials: B(Br)(Br)Br (Boron tribromide), solution, CCCCCCC (heptane), ice water, C([O-])([O-])=O.[Na+].[Na+] (sodium carbonate), COC1=CC2=C(N=C(S2)N2C[C@@H](CC2)N2CCCCC2)C=C1 ((R)-6-methoxy-2-(3-(piperidin-1-yl)pyrrolidin-1-yl)benzo[d]thiazole). Run in C(Cl)(Cl)Cl.O1CCCC1 (CHCl3 tetrahydrofuran), ClCCl (dichloromethane). Reaction conditions: time 8 hour. Yields the product N1(CCCCC1)[C@H]1CN(CC1)C=1SC2=C(N1)C=CC(=C2)O ((R)-2-(3-(piperidin-1-yl)pyrrolidin-1-yl)benzo[d]thiazol-6-ol). Reaction SMILES: C[O:2][C:3]1[CH:22]=[CH:21][C:6]2[N:7]=[C:8]([N:10]3[CH2:14][CH2:13][C@@H:12]([N:15]4[CH2:20][CH2:19][CH2:18][CH2:17][CH2:16]4)[CH2:11]3)[S:9][C:5]=2[CH:4]=1.B(Br)(Br)Br.CCCCCCC.C(=O)([O-])[O-].[Na+].[Na+]>ClCCl.C(Cl)(Cl)Cl.O1CCCC1>[N:15]1([C@@H:12]2[CH2:13][CH2:14][N:10]([C:8]3[S:9][C:5]4[CH:4]=[C:3]([OH:2])[CH:22]=[CH:21][C:6]=4[N:7]=3)[CH2:11]2)[CH2:20][CH2:19][CH2:18][CH2:17][CH2:16]1 |f:3.4.5,7.8|. Procedure: A stirred solution of (R)-6-methoxy-2-(3-(piperidin-1-yl)pyrrolidin-1-yl)benzo[d]thiazole (Example 46, 920 mg, 2.90 mmol) in dichloromethane (70 mL) was chilled to −78° C. with a dry ice/acetone bath under a dry nitrogen atmosphere. Boron tribromide, 1.0 M solution in heptane (11.600 mL, 11.60 mmol) was then added via syringe. The reaction mixture was stirred overnight while slowly warming to ambient temperature. A large quantity of precipitate had formed. The reaction mix was cooled to 0° C., t... The reactants are C(C)(C)(C)C1=CC=C(C=C1)S(=O)(=O)N1CC2=C(NC3=C1C=C(C=C3)C(=O)O)N=C(C=C2)C(F)(F)F (6-[(4-tert-butylphenyl)sulfonyl]-2-(trifluoromethyl)-6,11-dihydro-5H-pyrido[2,3-b][1,5]benzodiazepine-8-carboxylic acid), C(C)(C)(C)C1=CC=C(C=C1)S(=O)(=O)N1CC2=C(NC3=C1C=C(C=C3)C(=O)O)N=C(C=C2)C(F)(F)F (6-[(4-tert-butylphenyl)sulfonyl]-2-(trifluoromethyl)-6,11-dihydro-5H-pyrido[2,3-b][1,5]benzodiazepine-8-carboxylic acid), C(C)(N)=NO (acetamide oxime), CCN(C(C)C)C(C)C (DIPEA), C=1C=CC2=C(C1)N=NN2O (HOBt), CC(N=C=NC(C)C)C (DIC). Run in C(Cl)Cl (DCM), CN(C)C=O (DMF). Run at time 3 hour. Product: C(C)(C)(C)C1=CC=C(C=C1)S(=O)(=O)N1CC2=C(NC3=C1C=C(C=C3)C3=NC(=NO3)C)N=C(C=C2)C(F)(F)F (6-[(4-tert-Butylphenyl)sulfonyl]-8-(3-methyl-1,2,4-oxadiazol-5-yl)-2-(trifluoromethyl)-6,11-dihydro-5H-pyrido[2,3-b][1,5]benzodiazepine). RXN SMILES: [C:1]([C:5]1[CH:10]=[CH:9][C:8]([S:11]([N:14]2[C:20]3[CH:21]=[C:22]([C:25]([OH:27])=O)[CH:23]=[CH:24][C:19]=3[NH:18][C:17]3[N:28]=[C:29]([C:32]([F:35])([F:34])[F:33])[CH:30]=[CH:31][C:16]=3[CH2:15]2)(=[O:13])=[O:12])=[CH:7][CH:6]=1)([CH3:4])([CH3:3])[CH3:2].[C:36](=[N:39]O)([NH2:38])[CH3:37].CCN(C(C)C)C(C)C.C1C=CC2N(O)N=NC=2C=1.CC(C)N=C=NC(C)C>C(Cl)Cl.CN(C=O)C>[C:1]([C:5]1[CH:10]=[CH:9][C:8]([S:11]([N:14]2[C:20]3[CH:21]=[C:22]([C:25]4[O:27][N:39]=[C:36]([CH3:37])[N:38]=4)[CH:23]=[CH:24][C:19]=3[NH:18][C:17]3[N:28]=[C:29]([C:32]([F:34])([F:33])[F:35])[CH:30]=[CH:31][C:16]=3[CH2:15]2)(=[O:12])=[O:13])=[CH:7][CH:6]=1)([CH3:4])([CH3:2])[CH3:3]. Reported procedure: A mixture of 6-[(4-tert-butylphenyl)sulfonyl]-2-(trifluoromethyl)-6,11-dihydro-5H-pyrido[2,3-b][1,5]benzodiazepine-8-carboxylic acid (intermediate 58, 60 mg, 0.119 mmol), acetamide oxime (10 mg, 0.141 mmol), DIPEA (18 mg, 0.141 mmol), HOBt (19 mg, 0.14 mmol), DIC (23 mg, 0.18 mmol) in DCM (0.4 mL) and DMF (0.1 mL) was stirred at rt for 3 h. The reaction was quenched with water and the product was extracted with EtOAc. The combined extracts were washed with 5% NaHCO3, brine, dried (MgSO4) and con... The reactants are F[C@H]1C[C@H]2[C@@H]3C[C@H]([C@H](C(C=O)=O)[C@]3(C[C@@H]([C@@H]2[C@]2(C=CC(C=C12)=O)C)O)C)C (6α-fluoro-11β-hydroxy-3,20-dioxo-16α-methyl-1,4-pregnadien-21-al), ClCCO (2-chloroethanol). Product: 2-chloroethyl ester, F[C@H]1C[C@H]2[C@@H]3C[C@H]([C@H](C(C(=O)O)=O)[C@]3(C[C@@H]([C@@H]2[C@]2(C=CC(C=C12)=O)C)O)C)C (6α-fluoro-11β-hydroxy-3,20-dioxo-16α-methyl-1,4-pregnadien-21-oic acid). Reaction SMILES: [F:1][C@@H:2]1[C:22]2[C@:17]([CH3:24])([CH:18]=[CH:19][C:20](=[O:23])[CH:21]=2)[C@@H:16]2[C@H:4]([C@H:5]3[C@:13]([CH3:26])([CH2:14][C@@H:15]2[OH:25])[C@@H:8]([C:9](=[O:12])[CH:10]=[O:11])[C@H:7]([CH3:27])[CH2:6]3)[CH2:3]1.ClCC[OH:31]>>[F:1][C@@H:2]1[C:22]2[C@:17]([CH3:24])([CH:18]=[CH:19][C:20](=[O:23])[CH:21]=2)[C@@H:16]2[C@H:4]([C@H:5]3[C@:13]([CH3:26])([CH2:14][C@@H:15]2[OH:25])[C@@H:8]([C:9](=[O:12])[C:10]([OH:31])=[O:11])[C@H:7]([CH3:27])[CH2:6]3)[CH2:3]1. Procedure: 5.0 g. of 6α-fluoro-11β-hydroxy-3,20-dioxo-16α-methyl-1,4-pregnadien-21-al is reacted, under the conditions set forth in Example 46, but with 2-chloroethanol in place of 2-fluoroethanol, and then worked up. The crude product is chromatographed on silica gel. With 25-29% acetone-hexane, 2.19 g. of the 2-chloroethyl ester of 6α-fluoro-11β-hydroxy-3,20-dioxo-16α-methyl-1,4-pregnadien-21-oic acid is obtained, m.p. 174.8° C. [α]D25 = +135°. UV: ε242 = 17,100 (methanol). Reactants: ClC=1C(=NC=CN1)C1CN(C1)C1=NC2=CC=CC=C2C=C1 (2-(3-(3-chloropyrazin-2-yl)azetidin-1-yl)quinoline), FC=1C=C(C=CC1C(NC)=O)B(O)O ((3-fluoro-4-(methylcarbamoyl)phenyl)boronic acid), P(=O)([O-])([O-])[O-].[K+].[K+].[K+] (potassium phosphate), O (water). The reagents and catalysts are CC(C)(C)P(C1=CC=C(C=C1)N(C)C)C(C)(C)C.CC(C)(C)P(C1=CC=C(C=C1)N(C)C)C(C)(C)C.Cl[Pd]Cl (bis(di-tert-butyl(4-dimethylaminophenyl)phosphine)dichloropalladium (II)). The solvent is O1CCOCC1 (dioxane). Run at temperature 100 celsius. Product: FC1=C(C(=O)NC)C=CC(=C1)C1=NC=CN=C1C1CN(C1)C1=NC2=CC=CC=C2C=C1 (2-fluoro-N-methyl-4-(3-(1-(quinolin-2-yl)azetidin-3-yl)pyrazin-2-yl)benzamide). Yield: 72.7%. As a reaction SMILES: Cl[C:2]1[C:3]([CH:8]2[CH2:11][N:10]([C:12]3[CH:21]=[CH:20][C:19]4[C:14](=[CH:15][CH:16]=[CH:17][CH:18]=4)[N:13]=3)[CH2:9]2)=[N:4][CH:5]=[CH:6][N:7]=1.[F:22][C:23]1[CH:24]=[C:25](B(O)O)[CH:26]=[CH:27][C:28]=1[C:29](=[O:32])[NH:30][CH3:31].P([O-])([O-])([O-])=O.[K+].[K+].[K+].O>CC(P(C(C)(C)C)C1C=CC(N(C)C)=CC=1)(C)C.CC(P(C(C)(C)C)C1C=CC(N(C)C)=CC=1)(C)C.Cl[Pd]Cl.O1CCOCC1>[F:22][C:23]1[CH:24]=[C:25]([C:2]2[C:3]([CH:8]3[CH2:11][N:10]([C:12]4[CH:21]=[CH:20][C:19]5[C:14](=[CH:15][CH:16]=[CH:17][CH:18]=5)[N:13]=4)[CH2:9]3)=[N:4][CH:5]=[CH:6][N:7]=2)[CH:26]=[CH:27][C:28]=1[C:29]([NH:30][CH3:31])=[O:32] |f:2.3.4.5,7.8.9|. Procedure: A mixture of 2-(3-(3-chloropyrazin-2-yl)azetidin-1-yl)quinoline (0.072 g, 0.243 mmol; see preparation in WO2011143365), (3-fluoro-4-(methylcarbamoyl)phenyl)boronic acid (0.076 g, 0.388 mmol, Combi-blocks), potassium phosphate (0.129 g, 0.607 mmol, Alfa Aesar), bis(di-tert-butyl(4-dimethylaminophenyl)phosphine)dichloropalladium (II) (0.017 g, 0.024 mmol, Aldrich), water (0.3 mL) and dioxane (1.2 mL) was purged with Argon gas. The mixture was heated at 100° C. for 30 min in microwave reactor, then... Starting materials: [OH-].[Na+] (NaOH), C(C)(C)(C)OC(C1=CN=C(C(=C1NC1=C(C=C(C=C1)Br)Cl)Cl)NCC(C)=O)=O (4-(4-Bromo-2-chlorophenylamino)-5-chloro-6-(2-oxopropylamino)-nicotinic acid tert-butyl ester), OS(=O)(=O)O (H2SO4), O (water). Solvent: CCOC(=O)C (EtOAc). The product is BrC1=CC(=C(C=C1)NC1=C(C=2N(C=C1C(=O)O)C(=CN2)C)Cl)Cl (7-(4-bromo-2-chlorophenylamino)-8-chloro-3-methylimidazo[1,2-a]pyridine-6-carboxylic acid). RXN SMILES: C([O:5][C:6](=[O:28])[C:7]1[C:12]([NH:13][C:14]2[CH:19]=[CH:18][C:17]([Br:20])=[CH:16][C:15]=2[Cl:21])=[C:11]([Cl:22])[C:10]([NH:23][CH2:24][C:25](=O)[CH3:26])=[N:9][CH:8]=1)(C)(C)C.OS(O)(=O)=O.O.[OH-].[Na+]>CCOC(C)=O>[Br:20][C:17]1[CH:18]=[CH:19][C:14]([NH:13][C:12]2[C:7]([C:6]([OH:5])=[O:28])=[CH:8][N:9]3[C:25]([CH3:26])=[CH:24][N:23]=[C:10]3[C:11]=2[Cl:22])=[C:15]([Cl:21])[CH:16]=1 |f:3.4|. Procedure details: 4-(4-Bromo-2-chlorophenylamino)-5-chloro-6-(2-oxopropylamino)-nicotinic acid tert-butyl ester (0.075 g, 0.15 mmol) was dissolved into concentrated H2SO4 (0.50 mL). After ten minutes, ice and water were and the mixture was stirred for ten minutes. The mixture was diluted with EtOAc, neutralized with 1 M NaOH, washed with brine, dried over Na2SO4 and concentrated to provide the desired product as an off-white solid. MS APCI (+) m/z 416, 418 (M+, Cl, Br pattern) detected. The reactants are II (Iodine crystals), C(=O)(O)CCCCCC1=CC=CC=2N1C=NC2 (5-(5-carboxypentyl)-imidazo[1,5-a]pyridine), C([O-])(O)=O.[Na+] (sodium bicarbonate), II (iodine). Solvent: C(C)O (ethanol), O (water), C(C)O (ethanol), O (water). Reaction conditions: time 45 minute. Yields the product IC=1N=CN2C1C=CC=C2CCCCCC(=O)O (1-iodo-5-(5-carboxypentyl)-imidazo[1,5-a]pyridine). Reaction SMILES: [I:1]I.[C:3]([CH2:6][CH2:7][CH2:8][CH2:9][CH2:10][C:11]1[N:16]2[CH:17]=[N:18][CH:19]=[C:15]2[CH:14]=[CH:13][CH:12]=1)([OH:5])=[O:4].C(=O)(O)[O-].[Na+]>O.C(O)C>[I:1][C:19]1[N:18]=[CH:17][N:16]2[C:11]([CH2:10][CH2:9][CH2:8][CH2:7][CH2:6][C:3]([OH:5])=[O:4])=[CH:12][CH:13]=[CH:14][C:15]=12 |f:2.3|. Procedure details: Iodine crystals (1.9 g) are added to a well-stirred solution of 1.16 g of 5-(5-carboxypentyl)-imidazo[1,5-a]pyridine and 1.68 g of sodium bicarbonate in 10 ml of water and 1 ml of ethanol. Additional 4 ml of ethanol are added to dissolve the bulk of the iodine and stirring is continued for 45 minutes. The reaction mixture is diluted with 125 ml of water and extracted twice with methylene chloride at pH 8 (NaHCO3 added if necessary). The aqueous phase is concentrated in vacuo, charcoaled and adju... Procedure details: The title compound is prepared by the same procedure as 1-[2-(5-ethyl-oxazol-2-yl)-ethyl]-3-[5-(3-fluoro-4-methanesulfonyl-phenyl)-4-methyl-thiazol-2-yl]-urea (Example 178) by replacing 2-(5-ethyl-oxazol-2-yl)-ethylamine hydrochloride (step 4) with the hydrochloride salt of 2-(4-ethyl-oxazol-2-yl)-ethylamine. This is prepared by the same procedure as 2-(5-ethyl-oxazol-2-yl)-ethylamine hydrochloride (step 4) by replacing 1-amino-2-butanol (step 1) with 2-amino-1-butanol. Yields the product C(C)C=1N=C(OC1)CCNC(=O)NC=1SC(=C(N1)C)C1=CC(=C(C=C1)S(=O)(=O)C)F (1-[2-(4-Ethyl-oxazol-2-yl)-ethyl]-3-[5-(3-fluoro-4-methanesulfonyl-phenyl)-4-methyl-thiazol-2-yl]-urea). Reaction SMILES: C([C:3]1[O:7][C:6]([CH2:8][CH2:9][NH:10][C:11]([NH:13][C:14]2[S:15][C:16]([C:20]3[CH:25]=[CH:24][C:23]([S:26]([CH3:29])(=[O:28])=[O:27])=[C:22]([F:30])[CH:21]=3)=[C:17]([CH3:19])[N:18]=2)=[O:12])=[N:5][CH:4]=1)C.[CH2:31](C1OC(CCN)=NC=1)[CH3:32].C(C1N=C(CCN)OC=1)C.Cl.C(C1OC(CCN)=NC=1)C.NCC(O)CC.NC(CC)CO>>[CH2:31]([C:4]1[N:5]=[C:6]([CH2:8][CH2:9][NH:10][C:11]([NH:13][C:14]2[S:15][C:16]([C:20]3[CH:25]=[CH:24][C:23]([S:26]([CH3:29])(=[O:28])=[O:27])=[C:22]([F:30])[CH:21]=3)=[C:17]([CH3:19])[N:18]=2)=[O:12])[O:7][CH:3]=1)[CH3:32] |f:3.4|. The reactants are C(C)C1=CN=C(O1)CCNC(=O)NC=1SC(=C(N1)C)C1=CC(=C(C=C1)S(=O)(=O)C)F (1-[2-(5-Ethyl-oxazol-2-yl)-ethyl]-3-[5-(3-fluoro-4-methanesulfonyl-phenyl)-4-methyl-thiazol-2-yl]-urea), Cl.C(C)C1=CN=C(O1)CCN (2-(5-ethyl-oxazol-2-yl)-ethylamine hydrochloride), NCC(CC)O (1-amino-2-butanol), C(C)C1=CN=C(O1)CCN (2-(5-Ethyl-oxazol-2-yl)-ethylamine), C(C)C=1N=C(OC1)CCN (2-(4-ethyl-oxazol-2-yl)-ethylamine), NC(CO)CC (2-amino-1-butanol).